Dataset: the Open Reaction Database (ORD), a public repository of structured organic reaction records. Task: describe an organic reaction: reactants, conditions, products, and yield Reactants: solid, BrC1=CC(=CC=2C(=C3N(C12)CCCNC3=O)C)C#N (7-bromo-11-methyl-1-oxo-2,3,4,5-tetrahydro-[1,4]diazepino[1,2-a]indole-9-carbonitrile), BrC1=CC(=CC=2C(=C3N(C12)CCCNC3=O)C)C#N (7-bromo-11-methyl-1-oxo-2,3,4,5-tetrahydro-[1,4]diazepino[1,2-a]indole-9-carbonitrile), FC1=C(C=CC(=C1)F)B(O)O (2,4-difluoro-phenylboronic acid). The product is FC1=C(C=CC(=C1)F)C1=CC(=CC=2C(=C3N(C12)CCCNC3=O)C)C#N (7-(2,4-Difluorophenyl)-11-methyl-1-oxo-2,3,4,5-tetrahydro-[1,4]diazepino[1,2-a]indole-9-carbonitrile). RXN SMILES: Br[C:2]1[C:10]2[N:9]3[CH2:11][CH2:12][CH2:13][NH:14][C:15](=[O:16])[C:8]3=[C:7]([CH3:17])[C:6]=2[CH:5]=[C:4]([C:18]#[N:19])[CH:3]=1.[F:20][C:21]1[CH:26]=[C:25]([F:27])[CH:24]=[CH:23][C:22]=1B(O)O>>[F:20][C:21]1[CH:26]=[C:25]([F:27])[CH:24]=[CH:23][C:22]=1[C:2]1[C:10]2[N:9]3[CH2:11][CH2:12][CH2:13][NH:14][C:15](=[O:16])[C:8]3=[C:7]([CH3:17])[C:6]=2[CH:5]=[C:4]([C:18]#[N:19])[CH:3]=1. Procedure details: The title compound, off-white solid (40 mg, 46%), MS (ISP) m/z=352.5 [(M+H)+], mp 225° C., was prepared in accordance with the general method of example 1 from 7-bromo-11-methyl-1-oxo-2,3,4,5-tetrahydro-[1,4]diazepino[1,2-a]indole-9-carbonitrile (intermediate 17) (79.5 mg, 0.25 mmol) and commercially available 2,4-difluoro-phenylboronic acid (51.3 mg, 0.325 mmol). Starting materials: NC1=CC=C(C2=CC=CC=C12)C#N (4-aminonaphthalene-1-carbonitrile), B.C1CCOC1 (BH3.THF), solution. Reaction conditions: temperature 70 celsius, time 19.5 hour. Product: NCC1=CC=C(C2=CC=CC=C12)N (4-(aminomethyl)naphthalen-1-amine). RXN SMILES: [NH2:1][C:2]1[C:11]2[C:6](=[CH:7][CH:8]=[CH:9][CH:10]=2)[C:5]([C:12]#[N:13])=[CH:4][CH:3]=1.B.C1COCC1>>[NH2:13][CH2:12][C:5]1[C:6]2[C:11](=[CH:10][CH:9]=[CH:8][CH:7]=2)[C:2]([NH2:1])=[CH:3][CH:4]=1 |f:1.2|. Procedure details: To a vial containing 4-aminonaphthalene-1-carbonitrile (0.59 mmol) was added BH3.THF (1M solution (1.2 mmol). The vial was capped and stirred at 70° C. for 19.5 hours. The reaction was cooled down to room temperature and quenched by drop wise addition of methanol (2 mL), stirred at room temperature for 30 minutes, filtered and stirred with Dowex 50WX2-200 resin (1 g) for 26.5 hours. The resin was filtered, washed with methanol (20 mL) and 10% aqueous ammonia (50 mL). The solvent was removed unde...